This data is from the Open Reaction Database (ORD), a public repository of structured organic reaction records. The task is: describe an organic reaction: reactants, conditions, products, and yield Reactants: CC(C(=O)O)(CCC(=O)OCC1=CC=CC=C1)C (2,2-dimethyl-4-benzyloxycarbonylbutyric acid), C(C(=O)Cl)(=O)Cl (oxalyl chloride). Reaction conditions: time 1 hour. Yields the product CC(C(=O)Cl)(CCC(=O)OCC1=CC=CC=C1)C (2,2-dimethyl-4-benzyloxycarbonylbutyryl chloride). RXN SMILES: [CH3:1][C:2]([CH3:18])([CH2:6][CH2:7][C:8]([O:10][CH2:11][C:12]1[CH:17]=[CH:16][CH:15]=[CH:14][CH:13]=1)=[O:9])[C:3](O)=[O:4].C(Cl)(=O)C([Cl:22])=O>>[CH3:1][C:2]([CH3:18])([CH2:6][CH2:7][C:8]([O:10][CH2:11][C:12]1[CH:17]=[CH:16][CH:15]=[CH:14][CH:13]=1)=[O:9])[C:3]([Cl:22])=[O:4]. Procedure: A mixture of 3.1 g of 2,2-dimethyl-4-benzyloxycarbonylbutyric acid and 3.3 ml of oxalyl chloride was refuxed for 1 h. After being cooled to room temperature, the solution was concentrated in vacuo and dried overnight The obtained oil was not further purified for the next reaction. The reactants are N([C@@H](CC(C)C)C(=O)OC)Cl (HCl-Leu-OMe), CN1CCOCC1 (N-methylmorpholine), C(=O)(OC(C)(C)C)N([C@@H](CC1=CC=CC=C1)C(=O)O)C (Boc-MePhe-OH), CN1CCOCC1 (N-methylmorpholine), C(C(C)C)OC(=O)Cl (chloroformic acid isobutyl ester). Solvent: CN(C)C=O (DMF), C(C)OC(C)=O (ethylacetate), C1CCOC1 (THF). Conditions: time 5 minute. Yields the product C(=O)(OC(C)(C)C)N([C@@H](CC1=CC=CC=C1)C(=O)N[C@@H](CC(C)C)C(=O)OC)C (Boc-MePhe-Leu-OMe). As a reaction SMILES: [C:1]([N:8]([CH3:20])[C@H:9]([C:17]([OH:19])=O)[CH2:10][C:11]1[CH:16]=[CH:15][CH:14]=[CH:13][CH:12]=1)([O:3][C:4]([CH3:7])([CH3:6])[CH3:5])=[O:2].CN1CCOCC1.C(OC(Cl)=O)C(C)C.[NH:36](Cl)[C@H:37]([C:42]([O:44][CH3:45])=[O:43])[CH2:38][CH:39]([CH3:41])[CH3:40]>C1COCC1.CN(C=O)C.C(OC(=O)C)C>[C:1]([N:8]([CH3:20])[C@H:9]([C:17]([NH:36][C@H:37]([C:42]([O:44][CH3:45])=[O:43])[CH2:38][CH:39]([CH3:41])[CH3:40])=[O:19])[CH2:10][C:11]1[CH:12]=[CH:13][CH:14]=[CH:15][CH:16]=1)([O:3][C:4]([CH3:5])([CH3:6])[CH3:7])=[O:2]. Reported procedure: To a solution of 28 g of Boc-MePhe-OH and 11.2 ml of N-methylmorpholine in 400 ml of THF are added 13.2 ml of chloroformic acid isobutyl ester at -25°. After 5 minutes, at -25°, 18 g of HCl-Leu-OMe and 11.2 ml of N-methylmorpholine in 200 ml of DMF are added to the solution. After 2 hours, at -15°, the mixture is diluted with ethylacetate, washed with dilute aqueous KHCO3 solution, hydrochloric acid, water, dried and the solvent removed under vacuum to yield the title compound as a viscous oil. Run in O1CCCC1 (tetrahydrofuran). The product is OCC1=CC=C(C=C1)N1N=C(C=C1C1=CC=C(C=C1)S(=O)(=O)C)C(F)(F)F (1-[4-(hydroxymethyl)phenyl]-5-[4-(methylsulfonyl)phenyl]-3-(trifluoromethyl)pyrazole). RXN SMILES: C([O:3][C:4]([C:6]1[CH:11]=[CH:10][C:9]([N:12]2[C:16]([C:17]3[CH:22]=[CH:21][C:20]([S:23]([CH3:26])(=[O:25])=[O:24])=[CH:19][CH:18]=3)=[CH:15][C:14]([C:27]([F:30])([F:29])[F:28])=[N:13]2)=[CH:8][CH:7]=1)=O)C.[H-].[Al+3].[Li+].[H-].[H-].[H-]>O1CCCC1>[OH:3][CH2:4][C:6]1[CH:11]=[CH:10][C:9]([N:12]2[C:16]([C:17]3[CH:18]=[CH:19][C:20]([S:23]([CH3:26])(=[O:25])=[O:24])=[CH:21][CH:22]=3)=[CH:15][C:14]([C:27]([F:28])([F:29])[F:30])=[N:13]2)=[CH:8][CH:7]=1 |f:1.2.3.4.5.6|. Isolated yield 59.9%. The reactants are C(C)OC(=O)C1=CC=C(C=C1)N1N=C(C=C1C1=CC=C(C=C1)S(=O)(=O)C)C(F)(F)F (1-[4-(ethoxycarbonyl)phenyl]-5-[4-(methylsulfonyl)phenyl]-3-(trifluoromethyl)pyrazole), [H-].[Al+3].[Li+].[H-].[H-].[H-] (lithium aluminum hydride). Conditions: temperature 55 celsius, time 2 hour. Procedure details: A mixture of 1-[4-(ethoxycarbonyl)phenyl]-5-[4-(methylsulfonyl)phenyl]-3-(trifluoromethyl)pyrazole (2.4 g) and lithium aluminum hydride (0.25 g) in tetrahydrofuran (20 ml) was stirred at 55° C. for 2 hours. The reaction was quenched with methanol and water, and the mixture was filtered. The filtrate was concentrated and the residue was dissolved in a mixture of ethyl acetate and tetrahydrofuran. The solution was washed with water, dried, and evaporated. The residue was purified by column chromat... Starting materials: BrC=1C=C(C[C@@H](N)C(=O)N2CCC(CC2)N2CCCCC2)C=C(C1O)Br (1-(3,5-dibromo-D-tyrosyl)-4-(1-piperidinyl)-piperidine), [H-].[Al+3].[Li+].[H-].[H-].[H-] (lithium aluminium hydride), O (water), Cl (hydrochloric acid). The solvent is C1CCOC1 (THF), CO (methanol). Run at time 30 minute. Yields the product N[C@@H](CN1CCC(CC1)N1CCCCC1)CC1=CC(=C(C(=C1)Br)O)Br ((R)-1-[2-amino-3-(3,5-dibromo-4-hydroxyphenyl)propyl]-4-(1-piperidinyl)-piperidine). Reaction SMILES: [H-].[Al+3].[Li+].[H-].[H-].[H-].[Br:7][C:8]1[CH:9]=[C:10]([CH:28]=[C:29]([Br:32])[C:30]=1[OH:31])[CH2:11][C@H:12]([C:14]([N:16]1[CH2:21][CH2:20][CH:19]([N:22]2[CH2:27][CH2:26][CH2:25][CH2:24][CH2:23]2)[CH2:18][CH2:17]1)=O)[NH2:13].O.Cl>C1COCC1.CO>[NH2:13][C@H:12]([CH2:11][C:10]1[CH:28]=[C:29]([Br:32])[C:30]([OH:31])=[C:8]([Br:7])[CH:9]=1)[CH2:14][N:16]1[CH2:21][CH2:20][CH:19]([N:22]2[CH2:27][CH2:26][CH2:25][CH2:24][CH2:23]2)[CH2:18][CH2:17]1 |f:0.1.2.3.4.5|. Procedure details: To a suspension of 3.8 g (100 mmol) of lithium aluminium hydride in 400 ml of THF were added in batches, with stirring and at room temperature, 14.4 g (20 mmol) of 1-(3,5-dibromo-D-tyrosyl)-4-(1-piperidinyl)-piperidine within 30 minutes. The reaction mixture was kept for 30 minutes at room temperature and refluxed for 2 hours and then neutralised by the careful addition of 1 ml of water and 5.1 ml of concentrated aqueous hydrochloric acid. After the addition of 100 ml of methanol the solid preci... Reactants: OC1=C(C=C(/C=C/C(=O)O)C=C1)OC ((E)4-hydroxy-3-methoxycinnamic acid), CO (methanol), S(O)(O)(=O)=O (sulfuric acid). Product: COC(\C=C\C1=CC(=C(C=C1)O)OC)=O ((E)4-hydroxy-3-methoxycinnamic acid methyl ester). As a reaction SMILES: [OH:1][C:2]1[CH:12]=[CH:11][C:5](/[CH:6]=[CH:7]/[C:8]([OH:10])=[O:9])=[CH:4][C:3]=1[O:13][CH3:14].S(=O)(=O)(O)O.[CH3:20]O>>[CH3:20][O:9][C:8](=[O:10])/[CH:7]=[CH:6]/[C:5]1[CH:11]=[CH:12][C:2]([OH:1])=[C:3]([O:13][CH3:14])[CH:4]=1. Procedure details: 25 g (0.13 mol) of (E)4-hydroxy-3-methoxycinnamic acid were dissolved in 180 ml of methanol, and 5 ml of concentrated sulfuric acid were added. The solution was heated under reflux for 2 hours. The main amount of the methanol (about 150 ml) was then distilled off and the residue that remained was poured into 500 ml of ice-water. The precipitated ester was filtered off with suction, washed in succession with cold water, with a small amount of a cold saturated sodium bicarbonate solution and again... Reactants: BrC=1C=C(C=CC1F)C(C(C)=O)(C)C (3-(3-bromo-4-fluorophenyl)-3-methylbutan-2-one), C(#N)[Cu] (CuCN). Solvent: CCOC(=O)C (EtOAc), CN1CCCC1=O (NMP). Conditions: temperature 160 celsius. Product: FC1=C(C#N)C=C(C=C1)C(C)(C(C)=O)C (2-fluoro-5-(2-methyl-3-oxobutan-2-yl)benzonitrile). Yield: 69.2%. As a reaction SMILES: Br[C:2]1[CH:3]=[C:4]([C:9]([CH3:14])([CH3:13])[C:10](=[O:12])[CH3:11])[CH:5]=[CH:6][C:7]=1[F:8].[C:15]([Cu])#[N:16]>CN1C(=O)CCC1.CCOC(C)=O>[F:8][C:7]1[CH:6]=[CH:5][C:4]([C:9]([CH3:14])([C:10](=[O:12])[CH3:11])[CH3:13])=[CH:3][C:2]=1[C:15]#[N:16]. Procedure: To a solution of 3-(3-bromo-4-fluorophenyl)-3-methylbutan-2-one (13 g, 50 mmol) in NMP (100 mL) was added CuCN (17.9 g, 200 mmol, 4 eq). The mixture was heated 24 h at 160° C. After cooling, the reaction was diluted with EtOAc, washed with 2N HCl (200 mL), satd NaHCO3 (200 mL) and brine (200 mL) successively, dried over MgSO4 and evaporated in vacuo. The residue was purified by column chromatography (Hex/EtOAc=4:1) to give 2-fluoro-5-(2-methyl-3-oxobutan-2-yl)benzonitrile (7.1 g, 69%). 1H NMR (4... The reactants are CC(C)(C)OC(=O)N1CCC(Oc2cccnc2)C1, ClCCl, O=C(O)C(F)(F)F. Product: c1cncc(OC2CCNC2)c1. As a reaction SMILES: [C:1]([O:2][C:3](=[O:4])[N:8]1[CH2:9][CH:10]([O:13][c:14]2[cH:15][n:16][cH:17][cH:18][cH:19]2)[CH2:11][CH2:12]1)([CH3:5])([CH3:6])[CH3:7].[Cl:27][CH2:28][Cl:29].[F:20][C:21]([F:22])([F:23])[C:24]([OH:25])=[O:26]>>[NH:8]1[CH2:9][CH:10]([O:13][c:14]2[cH:15][n:16][cH:17][cH:18][cH:19]2)[CH2:11][CH2:12]1. Reactants: BrC=1C=CC2=C(C=C(CCN2C2=CC=CC=C2)C(=O)OC)C1 (methyl 7-bromo-1-phenyl-2,3-dihydro-1H-1-benzazepine-4-carboxylate), B(OC1=CC=C(C=C1)OCCOCCC)([O-])[O-] (4-(2-propoxyethoxy)phenyl borate), C([O-])([O-])=O.[K+].[K+] (potassium carbonate), C(C)O (ethanol). The reagents and catalysts are C=1C=CC(=CC1)[P](C=2C=CC=CC2)(C=3C=CC=CC3)[Pd]([P](C=4C=CC=CC4)(C=5C=CC=CC5)C=6C=CC=CC6)([P](C=7C=CC=CC7)(C=8C=CC=CC8)C=9C=CC=CC9)[P](C=1C=CC=CC1)(C=1C=CC=CC1)C=1C=CC=CC1 (tetrakis(triphenylphosphine)palladium). Run in C1(=CC=CC=C1)C (toluene). Conditions: time 30 minute. The product is C1(=CC=CC=C1)N1CCC(=CC2=C1C=CC(=C2)C2=CC=C(C=C2)OCCOCCC)C(=O)OC (methyl 1-phenyl-7-[4-(2-propoxyethoxy)phenyl]-2,3-dihydro-1H-1-benzazepine-4-carboxylate). Isolated yield 75.4%. RXN SMILES: Br[C:2]1[CH:3]=[CH:4][C:5]2[N:11]([C:12]3[CH:17]=[CH:16][CH:15]=[CH:14][CH:13]=3)[CH2:10][CH2:9][C:8]([C:18]([O:20][CH3:21])=[O:19])=[CH:7][C:6]=2[CH:22]=1.B([O-])([O-])O[C:25]1[CH:30]=[CH:29][C:28]([O:31][CH2:32][CH2:33][O:34][CH2:35][CH2:36][CH3:37])=[CH:27][CH:26]=1.C(=O)([O-])[O-].[K+].[K+].C(O)C>C1C=CC([P]([Pd]([P](C2C=CC=CC=2)(C2C=CC=CC=2)C2C=CC=CC=2)([P](C2C=CC=CC=2)(C2C=CC=CC=2)C2C=CC=CC=2)[P](C2C=CC=CC=2)(C2C=CC=CC=2)C2C=CC=CC=2)(C2C=CC=CC=2)C2C=CC=CC=2)=CC=1.C1(C)C=CC=CC=1>[C:12]1([N:11]2[C:5]3[CH:4]=[CH:3][C:2]([C:25]4[CH:30]=[CH:29][C:28]([O:31][CH2:32][CH2:33][O:34][CH2:35][CH2:36][CH3:37])=[CH:27][CH:26]=4)=[CH:22][C:6]=3[CH:7]=[C:8]([C:18]([O:20][CH3:21])=[O:19])[CH2:9][CH2:10]2)[CH:17]=[CH:16][CH:15]=[CH:14][CH:13]=1 |f:2.3.4,^1:52,54,73,92|. Procedure details: A mixture of methyl 7-bromo-1-phenyl-2,3-dihydro-1H-1-benzazepine-4-carboxylate (0.27 g), 4-(2-propoxyethoxy)phenyl borate (0.23 g), 1M potassium carbonate solution (3 ml), ethanol (3 ml) and toluene (25 ml) was stirred under argon atmosphere at room temperature for 30 minutes. To the mixture was added tetrakis(triphenylphosphine)palladium (0.04 g), and the mixture was refluxed under argon atmosphere overnight, and extracted with ethyl acetate. The organic layer was washed with water and saturat...